Task: describe an organic reaction: reactants, conditions, products, and yield. Dataset: the Open Reaction Database (ORD), a public repository of structured organic reaction records Starting materials: B(F)(F)F.CCOCC (boron trifluoride diethyl etherate), OCCC#CC(=O)OCC1=CC=CC=C1 (benzyl 5-hydroxy-2-pentynoate), C([O-])(O)=O.[Na+] (sodium bicarbonate). The reagents and catalysts are [Hg]=O (mercury(II) oxide). The solvent is C(C1=CC=CC=C1)O (benzyl alcohol), C(C1=CC=CC=C1)O (benzyl alcohol). Conditions: temperature 60 celsius, time 8 hour. The product is C(C1=CC=CC=C1)OC1=CC(OCC1)=O (4-(benzyloxy)-5,6-dihydro-2H-pyran-2-one). The yield is 55.0%. As a reaction SMILES: B(F)(F)F.CC[O:7][CH2:8][CH3:9].OCC[C:13]#[C:14][C:15]([O:17][CH2:18][C:19]1[CH:24]=[CH:23][CH:22]=[CH:21][CH:20]=1)=O.C(=O)(O)[O-:26].[Na+]>C(O)C1C=CC=CC=1.[Hg]=O>[CH2:18]([O:17][C:15]1[CH2:14][CH2:13][O:7][C:8](=[O:26])[CH:9]=1)[C:19]1[CH:20]=[CH:21][CH:22]=[CH:23][CH:24]=1 |f:0.1,3.4|. Procedure details: A heterogeneous mixture of benzyl alcohol (2.65 mole, 274.4 mL), mercury(II) oxide (red) (13.26 mmol, 2.87 g) and boron trifluoride diethyl etherate (0.133 mole, 16.3 mL) was heated at 60° C. for 3 hours (eventually turned homogeneous). A solution of the product from Example 31C (90.17 g, 0.442 mole) in benzyl alcohol (91.5 mL) was added at ambient temperature, and the reaction mixture was stirred at 70° C. for 4 hours and again at ambient temperature overnight. It was poured into an aqueous sat... Starting materials: CCOC(=O)Cl, ClCCl, COc1nc2cc(F)c(F)cc2nc1N, c1ccncc1. Yields the product CCOC(=O)Nc1nc2cc(F)c(F)cc2nc1OC. As a reaction SMILES: [Cl:16][C:17](=[O:18])[O:19][CH2:20][CH3:21].[Cl:28][CH2:29][Cl:30].[NH2:1][c:2]1[n:3][c:4]2[cH:5][c:6]([F:15])[c:7]([F:14])[cH:8][c:9]2[n:10][c:11]1[O:12][CH3:13].[cH:22]1[cH:23][cH:24][n:25][cH:26][cH:27]1>>[NH:1]([c:2]1[n:3][c:4]2[cH:5][c:6]([F:15])[c:7]([F:14])[cH:8][c:9]2[n:10][c:11]1[O:12][CH3:13])[C:17](=[O:18])[O:19][CH2:20][CH3:21]. Solvent: CN(C)C=O (DMF), O (water). Reported procedure: A mixture of 3-bromo-5-fluoro-1H-pyrazolo[3,4-b]pyridine, 133a, (0.97 g, 4.49 mmol) and K2CO3 (1.86 g, 13.47 mmol) in DMF (9.7 mL) was cooled to 0° C. Chlorodiphenylmethylbenzene (1.38 g, 4.94 mmol) was added. The mixture was stirred at room temperature overnight. The mixture was diluted into ethyl acetate (40 mL) and water (30 mL) and the layers were separated. The organic layer was washed with brine, dried over Na2SO4, filtered and concentrated in vacuo. The product was purified by silica gel ... Reaction SMILES: [Br:1][C:2]1[C:10]2[C:5](=[N:6][CH:7]=[C:8]([F:11])[CH:9]=2)[NH:4][N:3]=1.C([O-])([O-])=O.[K+].[K+].Cl[C:19]1[CH:24]=[CH:23][CH:22]=[CH:21][C:20]=1[CH:25]([C:32]1[CH:37]=[CH:36][CH:35]=[CH:34][CH:33]=1)[C:26]1[CH:31]=[CH:30][CH:29]=[CH:28][CH:27]=1.C(OCC)(=O)C>CN(C=O)C.O>[Br:1][C:2]1[C:10]2[C:5](=[N:6][CH:7]=[C:8]([F:11])[CH:9]=2)[N:4]([C:25]([C:20]2[CH:21]=[CH:22][CH:23]=[CH:24][CH:19]=2)([C:32]2[CH:33]=[CH:34][CH:35]=[CH:36][CH:37]=2)[C:26]2[CH:27]=[CH:28][CH:29]=[CH:30][CH:31]=2)[N:3]=1 |f:1.2.3|. Reactants: ClC1=C(C=CC=C1)C(C1=CC=CC=C1)C1=CC=CC=C1 (Chlorodiphenylmethylbenzene), BrC1=NNC2=NC=C(C=C21)F (3-bromo-5-fluoro-1H-pyrazolo[3,4-b]pyridine), BrC1=NNC2=NC=C(C=C21)F (3-bromo-5-fluoro-1H-pyrazolo[3,4-b]pyridine), C(=O)([O-])[O-].[K+].[K+] (K2CO3), C(C)(=O)OCC (ethyl acetate). Run at temperature 0 celsius, time 8 hour. Yields the product BrC1=NN(C2=NC=C(C=C21)F)C(C2=CC=CC=C2)(C2=CC=CC=C2)C2=CC=CC=C2 (3-bromo-5-fluoro-1-trityl-1H-pyrazolo[3,4-b]pyridine). Starting materials: Br, CO, O=C(Cl)c1ccc(F)c(C(F)(F)F)c1, c1ccncc1, Nc1nnc(-c2ccc(Oc3cccnc3)cc2)o1. Product: O=C(Nc1nnc(-c2ccc(Oc3cccnc3)cc2)o1)c1ccc(F)c(C(F)(F)F)c1. RXN SMILES: [BrH:1].[CH3:41][OH:42].[F:21][c:22]1[c:23]([C:31]([F:32])([F:33])[F:34])[cH:24][c:25]([C:26](=[O:27])[Cl:28])[cH:29][cH:30]1.[cH:35]1[cH:36][cH:37][n:38][cH:39][cH:40]1.[n:2]1[cH:3][c:4]([O:8][c:9]2[cH:10][cH:11][c:12](-[c:15]3[n:16][n:17][c:18]([NH2:20])[o:19]3)[cH:13][cH:14]2)[cH:5][cH:6][cH:7]1>>[n:2]1[cH:3][c:4]([O:8][c:9]2[cH:10][cH:11][c:12](-[c:15]3[n:16][n:17][c:18]([NH:20][C:26]([c:25]4[cH:24][c:23]([C:31]([F:32])([F:33])[F:34])[c:22]([F:21])[cH:30][cH:29]4)=[O:27])[o:19]3)[cH:13][cH:14]2)[cH:5][cH:6][cH:7]1.